From a dataset of the Open Reaction Database (ORD), a public repository of structured organic reaction records. describe an organic reaction: reactants, conditions, products, and yield Starting materials: ClC=1C=C(C=CC1Cl)SCCCCOC=1C=CC2=C(C(OC(N2)=O)(C)C)C1 (6-[4-(3,4-dichlorophenyl-mercapto)-butoxy]-4,4-dimethyl-4H-3,1-benzoxazin-2-one), I(=O)(=O)(=O)[O-].[Na+] (sodium metaperiodate). Solvent: CO (methanol), O (water). Conditions: time 2 hour. Yields the product ClC=1C=C(C=CC1Cl)S(=O)CCCCOC=1C=CC2=C(C(OC(N2)=O)(C)C)C1 (6-[4-(3,4-Dichloro-phenylsulfinyl)-butoxy]-4,4-dimethyl-4H-3,1-benzoxazin-2-one). As a reaction SMILES: [Cl:1][C:2]1[CH:3]=[C:4]([S:9][CH2:10][CH2:11][CH2:12][CH2:13][O:14][C:15]2[CH:16]=[CH:17][C:18]3[NH:23][C:22](=[O:24])[O:21][C:20]([CH3:26])([CH3:25])[C:19]=3[CH:27]=2)[CH:5]=[CH:6][C:7]=1[Cl:8].I([O-])(=O)(=O)=[O:29].[Na+]>CO.O>[Cl:1][C:2]1[CH:3]=[C:4]([S:9]([CH2:10][CH2:11][CH2:12][CH2:13][O:14][C:15]2[CH:16]=[CH:17][C:18]3[NH:23][C:22](=[O:24])[O:21][C:20]([CH3:25])([CH3:26])[C:19]=3[CH:27]=2)=[O:29])[CH:5]=[CH:6][C:7]=1[Cl:8] |f:1.2|. Procedure: An amount of 2.14 gm (0.005 mol) of 6-[4-(3,4-dichlorophenyl-mercapto)-butoxy]-4,4-dimethyl-4H-3,1-benzoxazin-2-one is dissolved in 50 ml of methanol, mixed with a solution of 1.3 gm (0.06 mol) of sodium metaperiodate in 10 ml of water, and stirred for two hours at ambient temperature. Then, the mixture is refluxed for three hours, the volume of the reaction mixture is reduced by evaporation to about three-quarters, and water is added. The oil precipitated is separated by decanting of the solven... Reactants: C1(=CC=C(C=C1)C(CC(=O)OC)N1C=NC2=C1C=CC(=C2)[N+](=O)[O-])C2=CC=CC=C2 (methyl 3-(1,1′-biphenyl)-4-yl-3-(5-nitro-1H-benzimidazol-1-yl)propanoate), solution. Solvent: Cl (hydrochloric acid). Yields the product C1(=CC=C(C=C1)C(CC(=O)O)N1C=NC2=C1C=CC(=C2)[N+](=O)[O-])C2=CC=CC=C2 (3-(1,1′-Biphenyl)-4-yl-3-(5-nitro-1H-benzimidazol-1-yl)propanoic acid), Phase I. Reaction SMILES: [C:1]1([C:25]2[CH:30]=[CH:29][CH:28]=[CH:27][CH:26]=2)[CH:6]=[CH:5][C:4]([CH:7]([N:13]2[C:17]3[CH:18]=[CH:19][C:20]([N+:22]([O-:24])=[O:23])=[CH:21][C:16]=3[N:15]=[CH:14]2)[CH2:8][C:9]([O:11]C)=[O:10])=[CH:3][CH:2]=1>Cl>[C:1]1([C:25]2[CH:30]=[CH:29][CH:28]=[CH:27][CH:26]=2)[CH:2]=[CH:3][C:4]([CH:7]([N:13]2[C:17]3[CH:18]=[CH:19][C:20]([N+:22]([O-:24])=[O:23])=[CH:21][C:16]=3[N:15]=[CH:14]2)[CH2:8][C:9]([OH:11])=[O:10])=[CH:5][CH:6]=1. Reported procedure: A solution of methyl 3-(1,1′-biphenyl)-4-yl-3-(5-nitro-1H-benzimidazol-1-yl)propanoate (21 mg, 52 μmol) in hydrochloric acid (10 mL of a 5N solution) was stirred at room temperature for 48 hours. The solution was evaporated in vacuo to afford the title compound, [LCMS (Method A, Mobile Phase I) RT=5.63 min, MH+ 388].